The task is: describe an organic reaction: reactants, conditions, products, and yield. This data is from the Open Reaction Database (ORD), a public repository of structured organic reaction records. Starting materials: C(/C)=C/1\C(CCCC2=C1C=C1C=NN(C1=C2)C2=CC=C(C=C2)F)=O ((E)-5-ethylidene-1-(4-fluorophenyl)-5,7,8,9-tetrahydrocyclohepta[f]indazol-6(1H)-one). Reagents/catalysts: [OH-].[OH-].[Pd+2] (Pd(OH)2 on carbon). Run in C1(=CC=CC=C1)C (toluene). Reaction conditions: time 1 hour. Product: C(C)C1C(CCCC2=C1C=C1C=NN(C1=C2)C2=CC=C(C=C2)F)=O (5-ethyl-1-(4-fluorophenyl)-5,7,8,9-tetrahydrocyclohepta[f]indazol-6(1H)-one). Yield: 98.7%. RXN SMILES: [CH:1](=[C:3]1/[C:4](=[O:24])[CH2:5][CH2:6][CH2:7][C:8]2[CH:16]=[C:15]3[C:11]([CH:12]=[N:13][N:14]3[C:17]3[CH:22]=[CH:21][C:20]([F:23])=[CH:19][CH:18]=3)=[CH:10][C:9]/1=2)\[CH3:2]>C1(C)C=CC=CC=1.[OH-].[OH-].[Pd+2]>[CH2:1]([CH:3]1[C:9]2[CH:10]=[C:11]3[C:15](=[CH:16][C:8]=2[CH2:7][CH2:6][CH2:5][C:4]1=[O:24])[N:14]([C:17]1[CH:18]=[CH:19][C:20]([F:23])=[CH:21][CH:22]=1)[N:13]=[CH:12]3)[CH3:2] |f:2.3.4|. Procedure: A solution of (E)-5-ethylidene-1-(4-fluorophenyl)-5,7,8,9-tetrahydrocyclohepta[f]indazol-6(1H)-one (3.27 g, 10.21 mmol) in toluene (75 mL) containing 20% Pd(OH)2 on carbon (0.300 g, 0.427 mmol) was evacuated and placed under hydrogen. The reaction was shaken under about 50 psi of hydrogen for about 1 h, then the catalyst was removed by filtration through Celite® and the filtrate concentrated under reduced pressure to yield 5-ethyl-1-(4-fluorophenyl)-5,7,8,9-tetrahydrocyclohepta[f]indazol-6(1H)-o... The reactants are [BH4-], CC(C)(C)OC(=O)N(Cc1ccccc1)C1CCC(=O)CC1, CC(C)[O-], CC(C)[O-], CC(C)[O-], CC(C)[O-], CCOC(C)=O, CO, ClCCl, C=Cc1cnc(Cl)c2cccc(N)c12, [Na+], [Na+], O=C([O-])O, [Ti+4]. Product: C=Cc1cnc(Cl)c2cccc(NC3CCC(N(Cc4ccccc4)C(=O)OC(C)(C)C)CC3)c12. As a reaction SMILES: [BH4-:37].[CH2:15]([c:16]1[cH:17][cH:18][cH:19][cH:20][cH:21]1)[N:22]([C:23]([O:24][C:25]([CH3:26])([CH3:27])[CH3:28])=[O:29])[CH:30]1[CH2:31][CH2:32][C:33](=[O:36])[CH2:34][CH2:35]1.[CH3:47][CH:48]([CH3:49])[O-:50].[CH3:51][CH:52]([CH3:53])[O-:54].[CH3:55][CH:56]([CH3:57])[O-:58].[CH3:59][CH:60]([CH3:61])[O-:62].[CH3:64][CH2:65][O:66][C:67](=[O:68])[CH3:69].[CH3:70][OH:71].[Cl:44][CH2:45][Cl:46].[NH2:1][c:2]1[c:3]2[c:4]([CH:13]=[CH2:14])[cH:5][n:6][c:7]([Cl:12])[c:8]2[cH:9][cH:10][cH:11]1.[Na+:38].[Na+:39].[OH:40][C:41](=[O:42])[O-:43].[Ti+4:63]>>[NH:1]([c:2]1[c:3]2[c:4]([CH:13]=[CH2:14])[cH:5][n:6][c:7]([Cl:12])[c:8]2[cH:9][cH:10][cH:11]1)[CH:33]1[CH2:32][CH2:31][CH:30]([N:22]([CH2:15][c:16]2[cH:17][cH:18][cH:19][cH:20][cH:21]2)[C:23]([O:24][C:25]([CH3:26])([CH3:27])[CH3:28])=[O:29])[CH2:35][CH2:34]1.